From a dataset of the Open Reaction Database (ORD), a public repository of structured organic reaction records. describe an organic reaction: reactants, conditions, products, and yield Starting materials: CO, [H][H], CC1Cc2ccc(C3=CCN(C(=O)OC(C)(C)C)CC3)cc2CN1c1cc(N2CCN(C)CC2)nc(N)n1. Product: CC1Cc2ccc(C3CCN(C(=O)OC(C)(C)C)CC3)cc2CN1c1cc(N2CCN(C)CC2)nc(N)n1. RXN SMILES: [CH3:41][OH:42].[H:39][H:40].[NH2:1][c:2]1[n:3][c:4]([N:32]2[CH2:33][CH2:34][N:35]([CH3:38])[CH2:36][CH2:37]2)[cH:5][c:6]([N:8]2[CH2:9][c:10]3[cH:11][c:12]([C:19]4=[CH:24][CH2:23][N:22]([C:25](=[O:26])[O:27][C:28]([CH3:29])([CH3:30])[CH3:31])[CH2:21][CH2:20]4)[cH:13][cH:14][c:15]3[CH2:16][CH:17]2[CH3:18])[n:7]1>>[NH2:1][c:2]1[n:3][c:4]([N:32]2[CH2:33][CH2:34][N:35]([CH3:38])[CH2:36][CH2:37]2)[cH:5][c:6]([N:8]2[CH2:9][c:10]3[cH:11][c:12]([CH:19]4[CH2:20][CH2:21][N:22]([C:25](=[O:26])[O:27][C:28]([CH3:29])([CH3:30])[CH3:31])[CH2:23][CH2:24]4)[cH:13][cH:14][c:15]3[CH2:16][CH:17]2[CH3:18])[n:7]1. Starting materials: BrC1=CC(=C(C(=O)OC)C=C1)C (Methyl 4-bromo-methylbenzoate), C([O-])([O-])=O.[Na+].[Na+] (sodium carbonate), C(=C)OCCCC (n-butyl vinyl ether). The reagents and catalysts are C(C)(=O)[O-].[Pd+2].C(C)(=O)[O-] (palladium (II) acetate), C1(=CC=CC=C1)P(CCCP(C1=CC=CC=C1)C1=CC=CC=C1)C1=CC=CC=C1 (1,3-bis(diphenylphosphino)propane). The solvent is CO (methanol), CO (Methanol). Run at temperature 90 celsius. The product is C(C)(=O)C1=C(C=C(C(=O)OC)C=C1)C (methyl 4-acetyl-3-methylbenzoate). Yield: 82.7%. As a reaction SMILES: Br[C:2]1[CH:11]=[CH:10][C:5]([C:6]([O:8][CH3:9])=[O:7])=[C:4](C)[CH:3]=1.[C:13](=O)([O-])[O-].[Na+].[Na+].[CH:19]([O:21]CCCC)=[CH2:20]>CO.C([O-])(=O)C.[Pd+2].C([O-])(=O)C.C1(P(C2C=CC=CC=2)CCCP(C2C=CC=CC=2)C2C=CC=CC=2)C=CC=CC=1>[C:19]([C:2]1[CH:3]=[CH:4][C:5]([C:6]([O:8][CH3:9])=[O:7])=[CH:10][C:11]=1[CH3:13])(=[O:21])[CH3:20] |f:1.2.3,6.7.8|. Reported procedure: Methyl 4-bromo-methylbenzoate (2.146 g, 9.368 mmol), 1,3-bis(diphenylphosphino)propane (0.21 g, 0.52 mmol), sodium carbonate (2.19 g, 20.6 mmol) and palladium (II) acetate (0.10 g, 0.47 mmol) were combined in a vial and purged with argon. Methanol (10.7 mL, 265 mmol) and n-butyl vinyl ether (4.83 mL, 37.5 mmol) were added by syringe. The resulting mixture was further sonicated under argon flow for several minutes then heated at 90° C. overnight. Upon cooling to room temperature, the reaction was... Product: CSC=1N=NC(=C(N1)N1CCC(=CC1)C1=CC=CC=C1)C#N (3-methylsulfanyl-5-(4-phenyl-3,6-dihydro-2H-pyridin-1-yl)-[1,2,4]triazine-6-carbonitrile). Reactants: Cl.C1(=CC=CC=C1)C=1CCNCC1 (4-phenyl-1,2,3,6-tetrahydropyridine hydrochloride), C(C)N(C(C)C)C(C)C (N-ethyl-diisopropylamine), ClC=1N=C(N=NC1C#N)SC (5-chloro-3-methylsulfanyl-[1,2,4]triazine-6-carbonitrile). Isolated yield 56.7%. Run in O1CCOCC1 (dioxane). Conditions: temperature 50 celsius, time 18 hour. Reaction SMILES: Cl.[C:2]1([C:8]2[CH2:9][CH2:10][NH:11][CH2:12][CH:13]=2)[CH:7]=[CH:6][CH:5]=[CH:4][CH:3]=1.C(N(C(C)C)C(C)C)C.Cl[C:24]1[N:25]=[C:26]([S:32][CH3:33])[N:27]=[N:28][C:29]=1[C:30]#[N:31]>O1CCOCC1>[CH3:33][S:32][C:26]1[N:27]=[N:28][C:29]([C:30]#[N:31])=[C:24]([N:11]2[CH2:10][CH:9]=[C:8]([C:2]3[CH:7]=[CH:6][CH:5]=[CH:4][CH:3]=3)[CH2:13][CH2:12]2)[N:25]=1 |f:0.1|. Procedure details: A solution of 130 mg (0.66 mmol) of 4-phenyl-1,2,3,6-tetrahydropyridine hydrochloride in 5 ml of dioxane was treated at room temperature with 0.23 ml (1.32 mmol) of N-ethyl-diisopropylamine and, thereupon, with 112 mg (0.60 mmol) of crude 5-chloro-3-methylsulfanyl-[1,2,4]triazine-6-carbonitrile. The reaction mixture was stirred at 50° C. during 18 hours. For the working-up, the solution was evaporated under reduced pressure and the residue was chromatographed on silica gel with a 2:1 mixture of ... Reactants: [H-].[Na+] (sodium hydride), FC1=CC=C(C=C1)CC#N (4-fluorophenylacetonitrile), BrC1=NC(=CC=C1)C (2-bromo-6-methylpyridine), CC1=CC=C(C=C1)S(=O)[O-].[Na+] (sodium 4-methylphenylsulfinate). Solvent: C1CCOC1 (THF), O (water). The product is C(#N)C(C1=CC=C(C=C1)F)C1=NC(=CC=C1)C (2-(α-cyano-4-fluorobenzyl)-6-methylpyridine). The yield is 83.8%. Reaction SMILES: [F:1][C:2]1[CH:7]=[CH:6][C:5]([CH2:8][C:9]#[N:10])=[CH:4][CH:3]=1.Br[C:12]1[CH:17]=[CH:16][CH:15]=[C:14]([CH3:18])[N:13]=1.CC1C=CC(S([O-])=O)=CC=1.[Na+].[H-].[Na+]>C1COCC1.O>[C:9]([CH:8]([C:12]1[CH:17]=[CH:16][CH:15]=[C:14]([CH3:18])[N:13]=1)[C:5]1[CH:6]=[CH:7][C:2]([F:1])=[CH:3][CH:4]=1)#[N:10] |f:2.3,4.5|. Reported procedure: To a mixture of 4-fluorophenylacetonitrile (3.97 g), 2-bromo-6-methylpyridine (5.00 g) and sodium 4-methylphenylsulfinate (10.48 g) in THF (125 ml) was added sodium hydride (2.35 g, 60%) at 0° C. under argon atmosphere, and the mixture was heated to reflux for 3 hours. The reaction mixture was added to water and extracted with ethyl acetate. The organic layer was washed with saturated brine, dried over magnesium sulfate and concentrated under reduced pressure, and the obtained residue was separa...